This data is from the Open Reaction Database (ORD), a public repository of structured organic reaction records. The task is: describe an organic reaction: reactants, conditions, products, and yield The reactants are solution, C(CCC)[Li] (butyllithium), BrC[C@@H]1CC=CCC1 ((S)-1-(bromomethyl)-3-cyclohexene), [Cl-].[NH4+] (ammonium chloride), COC=1[C@H](N=C(CN1)OC)C(C)C ((2R)-(-)-2,5-dihydro-3,6-dimethoxy-2-isopropylpyrazine). The solvent is CCCCCC (hexane), O1CCCC1 (tetrahydrofuran), O1CCCC1 (tetrahydrofuran). Conditions: time 1 hour. Yields the product [C@H]1(CC=CCC1)C[C@@H]1N=C([C@H](N=C1OC)C(C)C)OC ((2S,5R)-2-[(S)-3-Cyclohexen-1-ylmethyl]-2,5-dihydro-5-isopropyl-3,6-dimethoxypyrazine). As a reaction SMILES: [CH3:1][O:2][C:3]1[C@@H:4]([CH:11]([CH3:13])[CH3:12])[N:5]=[C:6]([O:9][CH3:10])[CH2:7][N:8]=1.C([Li])CCC.Br[CH2:20][C@H:21]1[CH2:26][CH2:25][CH:24]=[CH:23][CH2:22]1.[Cl-].[NH4+]>O1CCCC1.CCCCCC>[C@H:21]1([CH2:20][C@H:7]2[C:6]([O:9][CH3:10])=[N:5][C@H:4]([CH:11]([CH3:13])[CH3:12])[C:3]([O:2][CH3:1])=[N:8]2)[CH2:26][CH2:25][CH:24]=[CH:23][CH2:22]1 |f:3.4|. Procedure details: A solution, cooled to -78°, of 1.78 ml (10 mmol) of (2R)-(-)-2,5-dihydro-3,6-dimethoxy-2-isopropylpyrazine in 5 ml of absolute tetrahydrofuran is treated dropwise with 6.8 ml (11 mmol) of a solution of butyllithium in hexane. The reaction solution is left at -78° for 1 hour and at -20° for 1 hour and then again cooled to -78°. Subsequently, a solution of 1.75 g (10 mmol) of (S)-1-(bromomethyl)-3-cyclohexene in 5 ml of absolute tetrahydrofuran is added. After 2 hours at room temperature the solut...